Dataset: the Open Reaction Database (ORD), a public repository of structured organic reaction records. Task: describe an organic reaction: reactants, conditions, products, and yield The reactants are CN(C)CC1=CC=C(O1)CSCCN (2-(5-dimethylaminomethyl-2-furanylmethylthio)ethylamine), [N+](=O)([O-])NC1=NC=C(C(N1)=O)CC=1OC(=CC1)CN(C)C (2-nitroamino-5-(5-dimethylaminomethyl-2-furanylmethyl)-4-pyrimidone). Run in N1=CC=CC=C1 (pyridine). Yields the product CN(C)CC1=CC=C(O1)CSCCNC1=NC=C(C(N1)=O)CC=1OC(=CC1)CN(C)C (2-[2-(5-dimethylaminomethyl-2-furanylmethylthio)ethylamino]-5-(5-dimethylaminomethyl-2-furanylmethyl)-4-pyrimidone). Reaction SMILES: [CH3:1][N:2]([CH2:4][C:5]1[O:9][C:8]([CH2:10][S:11][CH2:12][CH2:13][NH2:14])=[CH:7][CH:6]=1)[CH3:3].[N+](N[C:19]1[NH:24][C:23](=[O:25])[C:22]([CH2:26][C:27]2[O:28][C:29]([CH2:32][N:33]([CH3:35])[CH3:34])=[CH:30][CH:31]=2)=[CH:21][N:20]=1)([O-])=O>N1C=CC=CC=1>[CH3:3][N:2]([CH2:4][C:5]1[O:9][C:8]([CH2:10][S:11][CH2:12][CH2:13][NH:14][C:19]2[NH:24][C:23](=[O:25])[C:22]([CH2:26][C:27]3[O:28][C:29]([CH2:32][N:33]([CH3:34])[CH3:35])=[CH:30][CH:31]=3)=[CH:21][N:20]=2)=[CH:7][CH:6]=1)[CH3:1]. Reported procedure: A solution of 2-(5-dimethylaminomethyl-2-furanylmethylthio)ethylamine (1.29 g) and 2-nitroamino-5-(5-dimethylaminomethyl-2-furanylmethyl)-4-pyrimidone in pyridine (15 ml) was heated under reflux for about 20 hr. The pyridine was evaporated at reduced pressure. The last traces of pyridine were removed by azeotroping with water and water removed by azeotroping with n-propanol. The oily residue was chromatographed on a silica gel column eluting with methanol in ethyl acetate (10% v/v). Evaporation ... Yields the product Nc1ccc(-c2ccccc2)c2ccccc12. RXN SMILES: [Br:1][c:2]1[cH:3][cH:4][c:5]([NH2:12])[c:6]2[cH:7][cH:8][cH:9][cH:10][c:11]12.[Na+:22].[Na+:23].[O-:24][C:25](=[O:26])[O-:27].[O:28]1[CH2:29][CH2:30][O:31][CH2:32][CH2:33]1.[OH:13][B:14]([OH:15])[c:16]1[cH:17][cH:18][cH:19][cH:20][cH:21]1>>[c:2]1(-[c:16]2[cH:17][cH:18][cH:19][cH:20][cH:21]2)[cH:3][cH:4][c:5]([NH2:12])[c:6]2[cH:7][cH:8][cH:9][cH:10][c:11]12. Reactants: Nc1ccc(Br)c2ccccc12, [Na+], [Na+], O=C([O-])[O-], C1COCCO1, OB(O)c1ccccc1. The reactants are [Cl-].O[NH3+] (hydroxylammonium chloride), C(O)([O-])=O.[Na+] (sodium hydrogen carbonate), CS(=O)C (dimethyl sulfoxide), OC(CO[C@@H]1C[C@H](C1)N1C=2N(C(=C(C1=O)CC1=CC=C(C=C1)C=1C(=CC=CC1)C#N)CCC)N=CN2)(C)C (4′-({4-[trans-3-(2-hydroxy-2-methylpropoxy)cyclobutyl]-5-oxo-7-propyl-4,5-dihydro[1,2,4]triazolo[1,5-a]pyrimidin-6-yl}methyl)biphenyl-2-carbonitrile). The solvent is C(C)(=O)OCC (ethyl acetate). Reaction conditions: temperature 40 celsius, time 30 minute. The product is OC(CO[C@@H]1C[C@H](C1)N1C=2N(C(=C(C1=O)CC1=CC=C(C=C1)C1=C(C=CC=C1)C1=NOC(N1)=O)CCC)N=CN2)(C)C (4-[trans-3-(2-hydroxy-2-methylpropoxy)cyclobutyl]-6-{[2′-(5-oxo-4,5-dihydro-1,2,4-oxadiazol-3-yl)biphenyl-4-yl]methyl}-7-propyl[1,2,4]triazolo[1,5-a]pyrimidin-5(4H)-one). Yield: 48.0%. Reaction SMILES: [Cl-].O[NH3+:3].[C:4](=[O:7])([O-])[OH:5].[Na+].CS(C)=O.[OH:13][C:14]([CH3:50])([CH3:49])[CH2:15][O:16][C@H:17]1[CH2:20][C@H:19]([N:21]2[C:26](=[O:27])[C:25]([CH2:28][C:29]3[CH:34]=[CH:33][C:32]([C:35]4[C:36]([C:41]#[N:42])=[CH:37][CH:38]=[CH:39][CH:40]=4)=[CH:31][CH:30]=3)=[C:24]([CH2:43][CH2:44][CH3:45])[N:23]3[N:46]=[CH:47][N:48]=[C:22]23)[CH2:18]1>C(OCC)(=O)C>[OH:13][C:14]([CH3:49])([CH3:50])[CH2:15][O:16][C@H:17]1[CH2:18][C@H:19]([N:21]2[C:26](=[O:27])[C:25]([CH2:28][C:29]3[CH:34]=[CH:33][C:32]([C:35]4[CH:40]=[CH:39][CH:38]=[CH:37][C:36]=4[C:41]4[NH:3][C:4](=[O:7])[O:5][N:42]=4)=[CH:31][CH:30]=3)=[C:24]([CH2:43][CH2:44][CH3:45])[N:23]3[N:46]=[CH:47][N:48]=[C:22]23)[CH2:20]1 |f:0.1,2.3|. Procedure details: A mixture of hydroxylammonium chloride (0.11 g), sodium hydrogen carbonate (0.18 g) and dimethyl sulfoxide (5 mL) was stirred at 40° C. for 30 min, 4′-({4-[trans-3-(2-hydroxy-2-methylpropoxy)cyclobutyl]-5-oxo-7-propyl-4,5-dihydro[1,2,4]triazolo[1,5-a]pyrimidin-6-yl}methyl)biphenyl-2-carbonitrile (0.056 g) was added, and the mixture was stirred at 90° C. for 16 hr. The reaction mixture was diluted with ethyl acetate, washed with water and then with saturated brine, and dried over anhydrous magnes... The reactants are OC=1C=CC(=C(C1)S(=O)(=O)O)[N+](=O)[O-] (5-hydroxy-2-nitrobenzenesulfonic acid), OC1=C(C=C(C=C1)[N+](=O)[O-])S(=O)(=O)O (2-hydroxy-5-nitrobenzenesulfonic acid), ClC=1C=CC(=C(C1)S(=O)(=O)O)[N+](=O)[O-] (5-chloro-2-nitrobenzenesulfonic acid), ClC1=C(C=C(C=C1)[N+](=O)[O-])S(=O)(=O)O (2-chloro-5-nitrobenzenesulfonic acid), [OH-].[Na+] (sodium hydroxide). The product is C1=CC(=CC=C1N)OC=2C=CC(=CC2)N (4,4′-diaminodiphenyl ether). The reagents and catalysts are [C].[Pd] (palladium-carbon). Procedure: A 5-hydroxy-2-nitrobenzenesulfonic acid derivative (e.g. sodium 5-hydroxy-2-nitrobenzenesulfonate) or a 2-hydroxy-5-nitrobenzenesulfonic acid derivative (e.g. sodium 2-hydroxy-5-nitrobenzenesulfonate) is reacted with a 5-chloro-2-nitrobenzenesulfonic acid derivative or a 2-chloro-5-nitrobenzenesulfonic acid derivative in the presence of an alkali (e.g. sodium hydroxide), followed by hydrogenation using palladium-carbon, to give the corresponding 4,4′-diaminodiphenyl ether derivative. This is dia... Reaction SMILES: [OH:1][C:2]1[CH:3]=[CH:4][C:5]([N+:12]([O-])=O)=[C:6](S(O)(=O)=O)[CH:7]=1.O[C:16]1[CH:21]=[CH:20][C:19]([N+:22]([O-])=O)=[CH:18][C:17]=1S(O)(=O)=O.ClC1C=CC([N+]([O-])=O)=C(S(O)(=O)=O)C=1.ClC1C=CC([N+]([O-])=O)=CC=1S(O)(=O)=O.[OH-].[Na+]>[C].[Pd]>[CH:6]1[C:5]([NH2:12])=[CH:4][CH:3]=[C:2]([O:1][C:16]2[CH:17]=[CH:18][C:19]([NH2:22])=[CH:20][CH:21]=2)[CH:7]=1 |f:4.5,6.7|. The reactants are C(C1=CC=CC=C1)Cl (Benzyl chloride), BrC1=CC=CC=2NC(=NC21)C (4-bromo-2-methyl-1H-benzimidazole), [H-].[Na+] (sodium hydride). Solvent: CN(C)C=O (DMF), CO (MeOH). Run at time 1 hour. The product is C(C1=CC=CC=C1)N1C(=NC2=C1C=CC=C2Br)C (1-benzyl-4-bromo-2-methyl-1H-benzo[d]imidazole). As a reaction SMILES: [CH2:1](Cl)[C:2]1[CH:7]=[CH:6][CH:5]=[CH:4][CH:3]=1.[Br:9][C:10]1[C:18]2[N:17]=[C:16]([CH3:19])[NH:15][C:14]=2[CH:13]=[CH:12][CH:11]=1.[H-].[Na+]>CN(C=O)C.CO>[CH2:1]([N:15]1[C:14]2[CH:13]=[CH:12][CH:11]=[C:10]([Br:9])[C:18]=2[N:17]=[C:16]1[CH3:19])[C:2]1[CH:7]=[CH:6][CH:5]=[CH:4][CH:3]=1 |f:2.3|. Procedure details: Benzyl chloride (1.527 mL) was added to a solution of 4-bromo-2-methyl-1H-benzimidazole (1.40 g) and sodium hydride (0.531 g) in DMF (10 mL) at 0° C. The mixture was stirred at room temperature under a dry atmosphere for 1 h. The reaction mixture was diluted with MeOH and concentrated in vacuo. The residue was purified by column chromatography (NH silica gel, eluted with 5%-50% EtOAc in hexane) to give 1-benzyl-4-bromo-2-methyl-1H-benzo[d]imidazole (1.88 g) as tan oil. The mixture of 1-benzyl-4-... The reactants are FC1=C(C=CC(=C1)F)C1=NC(=NC=N1)NC1=CC(=CC=C1)CS(=O)(=O)C (4-(2,4-difluorophenyl)-N-{3-[(methylsulfonyl)methyl]phenyl}-1,3,5-triazin-2-amine), intermediate 42.1, C(C#CC)O (2-butin-1-ol). Yields the product C(C#CC)OC1=C(C=CC(=C1)F)C1=NC(=NC=N1)NC1=CC(=CC=C1)CS(=O)(=O)C (4-[2-(But-2-yn-1-yloxy)-4-fluorophenyl]-N-{3-[(methylsulfonyl)methyl]phenyl}-1,3,5-triazin-2-amine). Reaction SMILES: F[C:2]1[CH:7]=[C:6]([F:8])[CH:5]=[CH:4][C:3]=1[C:9]1[N:14]=[CH:13][N:12]=[C:11]([NH:15][C:16]2[CH:21]=[CH:20][CH:19]=[C:18]([CH2:22][S:23]([CH3:26])(=[O:25])=[O:24])[CH:17]=2)[N:10]=1.[CH2:27]([OH:31])[C:28]#[C:29][CH3:30]>>[CH2:27]([O:31][C:2]1[CH:7]=[C:6]([F:8])[CH:5]=[CH:4][C:3]=1[C:9]1[N:14]=[CH:13][N:12]=[C:11]([NH:15][C:16]2[CH:21]=[CH:20][CH:19]=[C:18]([CH2:22][S:23]([CH3:26])(=[O:25])=[O:24])[CH:17]=2)[N:10]=1)[C:28]#[C:29][CH3:30]. Reported procedure: Starting with 4-(2,4-difluorophenyl)-N-{3-[(methylsulfonyl)methyl]phenyl}-1,3,5-triazin-2-amine (150 mg; 0.395 mmol), intermediate 42.1, and 2-butin-1-ol (112 mg; 1.578 mmol), example 62 was prepared analogously to the procedure for the preparation of example 42. The reactants are Cc1cccnc1C(N)=O, Nc1ccccc1, C1CCOC1, O. Product: Cc1cccnc1C(=O)Nc1ccccc1. RXN SMILES: [CH3:1][c:2]1[c:3]([C:8](=[O:9])[NH2:10])[n:4][cH:5][cH:6][cH:7]1.[NH2:16][c:17]1[cH:18][cH:19][cH:20][cH:21][cH:22]1.[O:11]1[CH2:12][CH2:13][CH2:14][CH2:15]1.[OH2:23]>>[CH3:1][c:2]1[c:3]([C:8](=[O:9])[NH:10][c:17]2[cH:18][cH:19][cH:20][cH:21][cH:22]2)[n:4][cH:5][cH:6][cH:7]1. Reaction SMILES: [F:1][C:2]1[CH:7]=[CH:6][CH:5]=[CH:4][CH:3]=1.[C:8]([N:16]1[CH2:21][CH2:20][CH:19]([CH2:22][CH2:23][C:24](O)=[O:25])[CH2:18][CH2:17]1)(=[O:15])[C:9]1[CH:14]=[CH:13][CH:12]=[CH:11][CH:10]=1>>[C:8]([N:16]1[CH2:21][CH2:20][CH:19]([CH2:22][CH2:23][C:24]([C:5]2[CH:6]=[CH:7][C:2]([F:1])=[CH:3][CH:4]=2)=[O:25])[CH2:18][CH2:17]1)(=[O:15])[C:9]1[CH:10]=[CH:11][CH:12]=[CH:13][CH:14]=1. The reactants are FC1=CC=CC=C1 (fluorobenzene), C(C1=CC=CC=C1)(=O)N1CCC(CC1)CCC(=O)O (3-(1-benzoyl 4-piperidyl) propionic acid). Procedure details: The procedure is as in Example 1, starting from 8.8 g of fluorobenzene instead of the 9.9 g of anisol and from 20 g instead of from 15.7 g of 3-(1-benzoyl 4-piperidyl) propionic acid. 25.5 g of crude 3-(1-benzoyl 4-piperidyl) 1-(4-fluorophenyl) 1-propanone in the form of an oil are obtained. Product: C(C1=CC=CC=C1)(=O)N1CCC(CC1)CCC(=O)C1=CC=C(C=C1)F (3-(1-benzoyl 4-piperidyl) 1-(4-fluorophenyl) 1-propanone). Yield: 125.1%. Reactants: C(C)N(CCN)CC (2-diethylaminoethylamine), ClC1=NC2=CC=CC=C2C(=N1)Cl (2,4-dichloroquinazoline). Run in O1CCCC1 (tetrahydrofuran). Run at time 8 hour. Product: Cl.Cl.ClC1=NC2=CC=CC=C2C(=N1)NCCN(CC)CC (2-chloro-4-(2-diethylaminoethylamino)quinazoline dihydrochloride). Yield: 169.1%. Reaction SMILES: [CH2:1]([N:3]([CH2:7][CH3:8])[CH2:4][CH2:5][NH2:6])[CH3:2].[Cl:9][C:10]1[N:19]=[C:18](Cl)[C:17]2[C:12](=[CH:13][CH:14]=[CH:15][CH:16]=2)[N:11]=1>O1CCCC1>[ClH:9].[ClH:9].[Cl:9][C:10]1[N:19]=[C:18]([NH:6][CH2:5][CH2:4][N:3]([CH2:7][CH3:8])[CH2:1][CH3:2])[C:17]2[C:12](=[CH:13][CH:14]=[CH:15][CH:16]=2)[N:11]=1 |f:3.4.5|. Procedure details: To a solution of 43.2 g of 2-diethylaminoethylamine (N,N-diethylethylenediamine) in 400 ml of tetrahydrofuran was added 54 g of 2,4-dichloroquinazoline. The mixture was stirred at ambient temperature overnight. The reaction mixture was evaporated almost to dryness and the residue was suspended in water. The aqueous medium was made alkaline with dilute sodium hydroxide and was extracted several times with ether. The combined ether extracts were washed with water, dried over anhydrous sodium sulfa... The reactants are Cc1ccc(S(=O)(=O)n2cc(CO)cc2-c2ccccc2)cc1, C[N+]1([O-])CCOCC1, CC#N. The product is Cc1ccc(S(=O)(=O)n2cc(C=O)cc2-c2ccccc2)cc1. RXN SMILES: [CH3:1][c:2]1[cH:3][cH:4][c:5]([S:8](=[O:9])(=[O:10])[n:11]2[cH:12][c:13]([CH2:22][OH:23])[cH:14][c:15]2-[c:16]2[cH:17][cH:18][cH:19][cH:20][cH:21]2)[cH:6][cH:7]1.[CH3:24][N+:25]1([O-:31])[CH2:26][CH2:27][O:28][CH2:29][CH2:30]1.[CH3:32][C:33]#[N:34]>>[CH3:1][c:2]1[cH:3][cH:4][c:5]([S:8](=[O:9])(=[O:10])[n:11]2[cH:12][c:13]([CH:22]=[O:23])[cH:14][c:15]2-[c:16]2[cH:17][cH:18][cH:19][cH:20][cH:21]2)[cH:6][cH:7]1.